Dataset: the Open Reaction Database (ORD), a public repository of structured organic reaction records. Task: describe an organic reaction: reactants, conditions, products, and yield Starting materials: COC=1C=C2C=C[N+](=CC2=CC1)[O-] (6-Methoxy-isoquinoline 2-oxide), C(C)(=O)OC(C)=O (acetic anhydride). Run at temperature 100 celsius. Product: COC=1C=C2C=CNC(C2=CC1)=O (6-Methoxy-2H-isoquinolin-1-one). RXN SMILES: [CH3:1][O:2][C:3]1[CH:4]=[C:5]2[C:10](=[CH:11][CH:12]=1)[CH:9]=[N+:8]([O-])[CH:7]=[CH:6]2.C(OC(=O)C)(=[O:16])C>>[CH3:1][O:2][C:3]1[CH:4]=[C:5]2[C:10](=[CH:11][CH:12]=1)[C:9](=[O:16])[NH:8][CH:7]=[CH:6]2. Procedure details: 5.2 g of 6-Methoxy-isoquinoline 2-oxide (58) was heated in 120 mL of acetic anhydride at 100° C. for 3 h. The reaction mixture was evaporated and the residue was taken up in 2 M NaOH and heated at 100° C. for another hour. The mixture was allowed to cool down and the pH was adjusted by addition of 2N HCl to 6. The aqueous layer was extracted several times with methyl-tert.butyl ether, the combined organic layer was dried over sodium sulphate and evaporated. The crude material was purified by sil... Reactants: FC(C1=C(C=CC(=C1)[N+](=O)[O-])Br)(F)F (2-trifluoromethyl-4-nitrobromobenzene), C([O-])([O-])=O.[Na+].[Na+] (sodium carbonate), C(C)O (ethanol), C(CCCC)[C@@H]1CC[C@H](CC1)C1=CC=C(C=C1)B(O)O (4-(trans-4-pentylcyclohexyl)phenylboronic acid). Reagents/catalysts: C=1C=CC(=CC1)[P](C=2C=CC=CC2)(C=3C=CC=CC3)[Pd]([P](C=4C=CC=CC4)(C=5C=CC=CC5)C=6C=CC=CC6)([P](C=7C=CC=CC7)(C=8C=CC=CC8)C=9C=CC=CC9)[P](C=1C=CC=CC1)(C=1C=CC=CC1)C=1C=CC=CC1 (tetrakis(triphenylphosphine)palladium(0)). Run in CCOCC (ether), O (water), C1=CC=CC=C1 (benzene). Product: C(CCCC)[C@@H]1CC[C@H](CC1)C1=CC=C(C=C1)C1=C(C=C(C=C1)[N+](=O)[O-])C(F)(F)F (4′-(trans-4-pentylcyclohexyl)-2-trifluoromethyl-4-nitrobiphenyl). Yield: 91.3%. RXN SMILES: C(O)C.[CH2:4]([C@H:9]1[CH2:14][CH2:13][C@H:12]([C:15]2[CH:20]=[CH:19][C:18](B(O)O)=[CH:17][CH:16]=2)[CH2:11][CH2:10]1)[CH2:5][CH2:6][CH2:7][CH3:8].[F:24][C:25]([F:37])([F:36])[C:26]1[CH:31]=[C:30]([N+:32]([O-:34])=[O:33])[CH:29]=[CH:28][C:27]=1Br.C(=O)([O-])[O-].[Na+].[Na+]>C1C=CC([P]([Pd]([P](C2C=CC=CC=2)(C2C=CC=CC=2)C2C=CC=CC=2)([P](C2C=CC=CC=2)(C2C=CC=CC=2)C2C=CC=CC=2)[P](C2C=CC=CC=2)(C2C=CC=CC=2)C2C=CC=CC=2)(C2C=CC=CC=2)C2C=CC=CC=2)=CC=1.CCOCC.O.C1C=CC=CC=1>[CH2:4]([C@H:9]1[CH2:14][CH2:13][C@H:12]([C:15]2[CH:20]=[CH:19][C:18]([C:27]3[CH:28]=[CH:29][C:30]([N+:32]([O-:34])=[O:33])=[CH:31][C:26]=3[C:25]([F:24])([F:36])[F:37])=[CH:17][CH:16]=2)[CH2:11][CH2:10]1)[CH2:5][CH2:6][CH2:7][CH3:8] |f:3.4.5,^1:47,49,68,87|. Procedure: First, 100 ml of ethanol containing 6.57 g of 4-(trans-4-pentylcyclohexyl)phenylboronic acid dissolved therein, 100 ml of benzene containing 10.0 g of 2-trifluoromethyl-4-nitrobromobenzene dissolved therein, 37 ml of a sodium carbonate aqueous solution with a concentration of 2 mol/l, and 1.07 g of tetrakis(triphenylphosphine)palladium(0) were put in an argon-replaced 300 ml flask, and stirred under reflux for 12 hours. After the reaction, water and ether were added to the reaction solution for ... Starting materials: CCOC(=O)c1nn(-c2cc(OC(C)C)c(Cl)cc2F)c(=O)c(C)c1C(F)(F)F, O, O=S(=O)(O)O. Product: CCOC(=O)c1nn(-c2cc(O)c(Cl)cc2F)c(=O)c(C)c1C(F)(F)F. RXN SMILES: [Cl:1][c:2]1[cH:3][c:4]([F:29])[c:5](-[n:12]2[n:13][c:14]([C:24](=[O:25])[O:26][CH2:27][CH3:28])[c:15]([C:20]([F:21])([F:22])[F:23])[c:16]([CH3:19])[c:17]2=[O:18])[cH:6][c:7]1[O:8][CH:9]([CH3:10])[CH3:11].[OH2:35].[S:30](=[O:31])(=[O:32])([OH:33])[OH:34]>>[Cl:1][c:2]1[cH:3][c:4]([F:29])[c:5](-[n:12]2[n:13][c:14]([C:24](=[O:25])[O:26][CH2:27][CH3:28])[c:15]([C:20]([F:21])([F:22])[F:23])[c:16]([CH3:19])[c:17]2=[O:18])[cH:6][c:7]1[OH:8]. Reaction conditions: time 2 hour. As a reaction SMILES: [Br:1][C:2]1[CH:7]=[CH:6][C:5]([OH:8])=[C:4]([CH3:9])[CH:3]=1.C(=O)([O-])[O-].[K+].[K+].[CH2:16](Br)[C:17]1[CH:22]=[CH:21][CH:20]=[CH:19][CH:18]=1.O>CN(C)C=O.C(OCC)(=O)C>[CH2:16]([O:8][C:5]1[CH:6]=[CH:7][C:2]([Br:1])=[CH:3][C:4]=1[CH3:9])[C:17]1[CH:22]=[CH:21][CH:20]=[CH:19][CH:18]=1 |f:1.2.3|. The product is C(C1=CC=CC=C1)OC1=C(C=C(C=C1)Br)C (1-benzyloxy-4-bromo-2-methylbenzene). Starting materials: O (water), BrC1=CC(=C(C=C1)O)C (4-bromo-2-methyl-phenol), C([O-])([O-])=O.[K+].[K+] (potassium carbonate), C(C1=CC=CC=C1)Br (benzyl bromide). Run in C(C)(=O)OCC (ethyl acetate), CN(C=O)C (N,N-dimethylformamide). Reported procedure: In N,N-dimethylformamide (40 mL) was dissolved 4-bromo-2-methyl-phenol (1.87 g), potassium carbonate (4.15 g) and benzyl bromide (1.3 mL) were added to the solution, and the mixture was stirred at room temperature for 2 hours. To the reaction mixture were added water and ethyl acetate, and the liquids were separated. The organic layer was separated, washed with saturated brine, dried over anhydrous magnesium sulfate, and concentrated under reduced pressure. The obtained residue was purified by s... Procedure: A 270 mg portion of 4-[2,5-dimethyl-4-(thiomorpholine-4-carbonyl)piperazin-1-yl]-2-trifluoromethylbenzonitrile synthesized in Example 7-6 was dissolved in 7 ml of dichloromethane, and the solution was mixed with 110 mg of sodium bicarbonate and 155 mg of m-chloroperbenzoic acid (MCPBA) at −78° C. and stirred at the same temperature for 6 hours. The reaction solution was mixed with chloroform, washed with 1 N aqueous sodium hydroxide and saturated brine and then dried over sodium sulfate. The sol... Conditions: time 6 hour. Product: C[C@@H]1N(C[C@H](N(C1)C(=O)N1CCS(CC1)=O)C)C1=CC(=C(C#N)C=C1)C(F)(F)F (4-[trans-2,5-Dimethyl-4-(1-oxo-1λ4-thiomorpholine-4-carbonyl)piperazin-1-yl]-2-trifluoromethylbenzonitrile). RXN SMILES: [CH3:1][CH:2]1[CH2:7][N:6]([C:8]([N:10]2[CH2:15][CH2:14][S:13][CH2:12][CH2:11]2)=[O:9])[CH:5]([CH3:16])[CH2:4][N:3]1[C:17]1[CH:24]=[CH:23][C:20]([C:21]#[N:22])=[C:19]([C:25]([F:28])([F:27])[F:26])[CH:18]=1.C(=O)(O)[O-:30].[Na+].ClC1C=CC=C(C(OO)=O)C=1.C(Cl)(Cl)Cl>ClCCl>[CH3:1][C@H:2]1[CH2:7][N:6]([C:8]([N:10]2[CH2:11][CH2:12][S:13](=[O:30])[CH2:14][CH2:15]2)=[O:9])[C@H:5]([CH3:16])[CH2:4][N:3]1[C:17]1[CH:24]=[CH:23][C:20]([C:21]#[N:22])=[C:19]([C:25]([F:27])([F:28])[F:26])[CH:18]=1 |f:1.2|. The solvent is ClCCl (dichloromethane). Reactants: C(Cl)(Cl)Cl (chloroform), C([O-])(O)=O.[Na+] (sodium bicarbonate), ClC1=CC(=CC=C1)C(=O)OO (m-chloroperbenzoic acid), CC1N(CC(N(C1)C(=O)N1CCSCC1)C)C1=CC(=C(C#N)C=C1)C(F)(F)F (4-[2,5-dimethyl-4-(thiomorpholine-4-carbonyl)piperazin-1-yl]-2-trifluoromethylbenzonitrile). The reactants are COC(CCC(C)(C)OC)OC (1,1,4-trimethoxy-4-methylpentane), O1CCCC1 (tetrahydrofuran), C(C(=O)O)(=O)O (oxalic acid). The solvent is O (water). The product is COC(CCC=O)(C)C (4-methoxy-4-methylpentanal). Yield: 85.3%. RXN SMILES: C[O:2][CH:3](OC)[CH2:4][CH2:5][C:6]([O:9][CH3:10])([CH3:8])[CH3:7].O1CCCC1.C(O)(=O)C(O)=O>O>[CH3:10][O:9][C:6]([CH3:8])([CH3:7])[CH2:5][CH2:4][CH:3]=[O:2]. Reported procedure: A mixture of 1,1,4-trimethoxy-4-methylpentane (3.2 g, 0.018 mol), tetrahydrofuran (100 mL), water (10 mL) and oxalic acid (1.0 g, 0.022 mol) was heated at reflux for 40 hours. Workup provided 4-methoxy-4-methylpentanal (2.0 g). The reactants are S(=O)(=O)(O)O.CSC(N)=N (S-methylisothiourea sulfate), CN1CCNCC1 (1-methylpiperazine). The solvent is O (water). Conditions: time 48 hour. The product is S(=O)(=O)(O)O.CN1CCN(CC1)C(=N)N (4-methyl-piperazine-1-carboxamidine sulfate). Reaction SMILES: [S:1]([OH:5])([OH:4])(=[O:3])=[O:2].CS[C:8](=[NH:10])[NH2:9].[CH3:11][N:12]1[CH2:17][CH2:16][NH:15][CH2:14][CH2:13]1>O>[S:1]([OH:5])([OH:4])(=[O:3])=[O:2].[CH3:11][N:12]1[CH2:17][CH2:16][N:15]([C:8]([NH2:10])=[NH:9])[CH2:14][CH2:13]1 |f:0.1,4.5|. Reported procedure: To a solution of S-methylisothiourea sulfate (2.78 g, 10.0 mmol) in distilled water (20 mL) was added 1-methylpiperazine (2.22 mL, 20 mmol). After stirring for 48 h at room temperature, the solution was concentrated to approximately 5 mL and treated with EtOH (10 mL). The resulting solid was collected by filtration, washed with EtOH, and dried to yield 4-methyl-piperazine-1-carboxamidine sulfate as a colorless solid. Further concentration of the mother liquor yielded a second crop or the materia... Reactants: COC(=O)C=Cc1ccc(CN(CCO[Si](C)(C)C(C)(C)C)CCc2c[nH]c3ccccc23)cc1, C1CCOC1, [Li+], [OH-], O, O. Yields the product CC(C)(C)[Si](C)(C)OCCN(CCc1c[nH]c2ccccc12)Cc1ccc(C=CC(=O)O)cc1. RXN SMILES: [C:1]([CH3:2])([CH3:3])([CH3:4])[Si:5]([O:6][CH2:7][CH2:8][N:9]([CH2:10][CH2:11][c:12]1[cH:13][nH:14][c:15]2[cH:16][cH:17][cH:18][cH:19][c:20]12)[CH2:21][c:22]1[cH:23][cH:24][c:25]([CH:28]=[CH:29][C:30](=[O:31])[O:32][CH3:33])[cH:26][cH:27]1)([CH3:34])[CH3:35].[CH2:39]1[O:40][CH2:41][CH2:42][CH2:43]1.[Li+:37].[OH-:36].[OH2:38].[OH2:44]>>[C:1]([CH3:2])([CH3:3])([CH3:4])[Si:5]([O:6][CH2:7][CH2:8][N:9]([CH2:10][CH2:11][c:12]1[cH:13][nH:14][c:15]2[cH:16][cH:17][cH:18][cH:19][c:20]12)[CH2:21][c:22]1[cH:23][cH:24][c:25]([CH:28]=[CH:29][C:30](=[O:31])[OH:32])[cH:26][cH:27]1)([CH3:34])[CH3:35]. Procedure details: using 1-(4-bromo-2-fluoro-5-hydroxyphenyl)-2-methoxy-4-trifluoromethyl-6(1H)-pyrimidinone and propargyl bromide with sodium hydride in dimethylformamide there is obtained 1-[4-bromo-2-fluoro-5-(2-propynyloxy)-phenyl]-2-methoxy-4-trifluoromethyl-6(1H)-pyrimidinone, m.p. 136°-138° C. The reactants are BrC1=CC(=C(C=C1O)N1C(=NC(=CC1=O)C(F)(F)F)OC)F (1-(4-bromo-2-fluoro-5-hydroxyphenyl)-2-methoxy-4-trifluoromethyl-6(1H)-pyrimidinone), C(C#C)Br (propargyl bromide), [H-].[Na+] (sodium hydride). As a reaction SMILES: [Br:1][C:2]1[C:7]([OH:8])=[CH:6][C:5]([N:9]2[C:14](=[O:15])[CH:13]=[C:12]([C:16]([F:19])([F:18])[F:17])[N:11]=[C:10]2[O:20][CH3:21])=[C:4]([F:22])[CH:3]=1.[CH2:23](Br)[C:24]#[CH:25].[H-].[Na+]>CN(C)C=O>[Br:1][C:2]1[C:7]([O:8][CH2:25][C:24]#[CH:23])=[CH:6][C:5]([N:9]2[C:14](=[O:15])[CH:13]=[C:12]([C:16]([F:18])([F:17])[F:19])[N:11]=[C:10]2[O:20][CH3:21])=[C:4]([F:22])[CH:3]=1 |f:2.3|. The solvent is CN(C=O)C (dimethylformamide). Yields the product BrC1=CC(=C(C=C1OCC#C)N1C(=NC(=CC1=O)C(F)(F)F)OC)F (1-[4-bromo-2-fluoro-5-(2-propynyloxy)-phenyl]-2-methoxy-4-trifluoromethyl-6(1H)-pyrimidinone). Starting materials: compound, NC1=CC=C(C=C1)C1=CC=C2CN(C(C2=C1)=O)[C@H](C(=O)OC)C(C)C ((S)-Methyl 2-(6-(4-aminophenyl)-1-oxoisoindolin-2-yl)-3-methylbutanoate), C(#N)C=1C=C(C=CC1)N=C=O (3-cyanophenyl isocyanate), compound, compound. The product is C(#N)C=1C=C(C=CC1)NC(NC1=CC=C(C=C1)C1=CC=C2CN(C(C2=C1)=O)[C@H](C(=O)OC)C(C)C)=O ((S)-Methyl 2-(6-(4-(3-(3-cyanophenyl)ureido)phenyl)-1-oxoisoindolin-2-yl)-3-methylbutanoate). RXN SMILES: [NH2:1][C:2]1[CH:7]=[CH:6][C:5]([C:8]2[CH:16]=[C:15]3[C:11]([CH2:12][N:13]([C@@H:18]([CH:23]([CH3:25])[CH3:24])[C:19]([O:21][CH3:22])=[O:20])[C:14]3=[O:17])=[CH:10][CH:9]=2)=[CH:4][CH:3]=1.[C:26]([C:28]1[CH:29]=[C:30]([N:34]=[C:35]=[O:36])[CH:31]=[CH:32][CH:33]=1)#[N:27]>>[C:26]([C:28]1[CH:29]=[C:30]([NH:34][C:35](=[O:36])[NH:1][C:2]2[CH:3]=[CH:4][C:5]([C:8]3[CH:16]=[C:15]4[C:11]([CH2:12][N:13]([C@@H:18]([CH:23]([CH3:25])[CH3:24])[C:19]([O:21][CH3:22])=[O:20])[C:14]4=[O:17])=[CH:10][CH:9]=3)=[CH:6][CH:7]=2)[CH:31]=[CH:32][CH:33]=1)#[N:27]. Reported procedure: The compound of example 41 was prepared analogous to compound of example 7 by reaction of compound of example 6 with 3-cyanophenyl isocyanate. The compound of example 41 was used directly without isolation for the preparation of compound of example 42.